From a dataset of the Open Reaction Database (ORD), a public repository of structured organic reaction records. describe an organic reaction: reactants, conditions, products, and yield Reactants: FC1=CC(=C(C=C1)[N+](=O)[O-])C(F)(F)F (4-Fluoro-1-nitro-2-trifluoromethyl-benz ene), O (water), [C@H]1(CC[C@H](CC1)O)O (trans-cyclohexane-1,4-diol), [H-].[Na+] (sodium hydride). Solvent: CS(=O)C (dimethylsulfoxide). Run at temperature 50 celsius, time 3 hour. Product: [N+](=O)([O-])C1=C(C=C(OC2CCC(CC2)O)C=C1)C(F)(F)F (4-(4-nitro-3-trifluoromethyl-phenoxy)-cyclohexanol). Isolated yield 36.0%. RXN SMILES: F[C:2]1[CH:7]=[CH:6][C:5]([N+:8]([O-:10])=[O:9])=[C:4]([C:11]([F:14])([F:13])[F:12])[CH:3]=1.[C@H:15]1([OH:22])[CH2:20][CH2:19][C@H:18]([OH:21])[CH2:17][CH2:16]1.[H-].[Na+].O>CS(C)=O>[N+:8]([C:5]1[CH:6]=[CH:7][C:2]([O:21][CH:18]2[CH2:19][CH2:20][CH:15]([OH:22])[CH2:16][CH2:17]2)=[CH:3][C:4]=1[C:11]([F:14])([F:13])[F:12])([O-:10])=[O:9] |f:2.3|. Reported procedure: 4-Fluoro-1-nitro-2-trifluoromethyl-benz ene (11.5 mmol), trans-cyclohexane-1,4-diol (17.2 mmol), and sodium hydride (60% in oil, 11.5 mmol) are suspended in dry dimethylsulfoxide (20 mL) and the resulting mixture is reacted under stirring for 3 hours at 50° C. The reaction is allowed to reach room temperature and is then further reacted at this temperature overnight. The reaction is treated with water (20 mL), the precipitate formed is removed by filtration and the filtrate is extracted with dic... Starting materials: CCOC(C)=O, COc1cc(N2CCN(C(=O)Cn3nc(I)c4cccnc43)C(C)C2)c(F)cc1Cl, N#C[Cu], CN(C)C=O. The product is COc1cc(N2CCN(C(=O)Cn3nc(C#N)c4cccnc43)C(C)C2)c(F)cc1Cl. As a reaction SMILES: [CH3:39][CH2:40][O:41][C:42](=[O:43])[CH3:44].[Cl:1][c:2]1[cH:3][c:4]([F:30])[c:5]([N:10]2[CH2:11][CH:12]([CH3:29])[N:13]([C:16]([CH2:17][n:18]3[n:19][c:20]([I:27])[c:21]4[c:22]3[n:23][cH:24][cH:25][cH:26]4)=[O:28])[CH2:14][CH2:15]2)[cH:6][c:7]1[O:8][CH3:9].[Cu:31][C:32]#[N:33].[O:34]=[CH:35][N:36]([CH3:37])[CH3:38]>>[Cl:1][c:2]1[cH:3][c:4]([F:30])[c:5]([N:10]2[CH2:11][CH:12]([CH3:29])[N:13]([C:16]([CH2:17][n:18]3[n:19][c:20]([C:32]#[N:33])[c:21]4[c:22]3[n:23][cH:24][cH:25][cH:26]4)=[O:28])[CH2:14][CH2:15]2)[cH:6][c:7]1[O:8][CH3:9].